Dataset: the Open Reaction Database (ORD), a public repository of structured organic reaction records. Task: describe an organic reaction: reactants, conditions, products, and yield Starting materials: CC(C)CC=C(COC1CCC(N2C(=O)c3ccccc3C2=O)CC1)c1ccccc1, ClCCl, O=[O+][O-]. Yields the product O=C(COC1CCC(N2C(=O)c3ccccc3C2=O)CC1)c1ccccc1. RXN SMILES: [CH3:1][CH:2]([CH3:3])[CH2:4][CH:31]=[C:5]([CH2:6][O:7][CH:8]1[CH2:9][CH2:10][CH:11]([N:14]2[C:15](=[O:24])[c:16]3[cH:17][cH:18][cH:19][cH:20][c:21]3[C:22]2=[O:23])[CH2:12][CH2:13]1)[c:25]1[cH:26][cH:27][cH:28][cH:29][cH:30]1.[Cl:35][CH2:36][Cl:37].[O-:32][O+:33]=[O:34]>>[C:5]([CH2:6][O:7][CH:8]1[CH2:9][CH2:10][CH:11]([N:14]2[C:15](=[O:24])[c:16]3[cH:17][cH:18][cH:19][cH:20][c:21]3[C:22]2=[O:23])[CH2:12][CH2:13]1)([c:25]1[cH:26][cH:27][cH:28][cH:29][cH:30]1)=[O:32]. Reactants: C1(=CC=CC=C1)CNC(C1=CC(=CC=C1)[N+](=O)[O-])=O (N-phenylmethyl-3-nitrobenzamide), [H][H] (hydrogen). The reagents and catalysts are [Pd] (palladium on carbon). Solvent: CO (methanol). Conditions: time 90 minute. The product is C1(=CC=CC=C1)CNC(C1=CC(=CC=C1)N)=O (N-phenylmethyl-3-aminobenzamide). As a reaction SMILES: [C:1]1([CH2:7][NH:8][C:9](=[O:19])[C:10]2[CH:15]=[CH:14][CH:13]=[C:12]([N+:16]([O-])=O)[CH:11]=2)[CH:6]=[CH:5][CH:4]=[CH:3][CH:2]=1.[H][H]>CO.[Pd]>[C:1]1([CH2:7][NH:8][C:9](=[O:19])[C:10]2[CH:15]=[CH:14][CH:13]=[C:12]([NH2:16])[CH:11]=2)[CH:2]=[CH:3][CH:4]=[CH:5][CH:6]=1. Procedure details: A sample of the product of step (a), 8.8 g, was dissolved in 100 ml of methanol and hydrogenated with 0.4 g of 10% palladium on carbon and 50 PSI hydrogen. After 90 minutes, the mix was filtered and evaporated. The solid residue was slurried in ethyl ether, and filtered to provide crude N-phenylmethyl-3-aminobenzamide, mp 95-100° C, m.s. (M+H)+ =227 Starting materials: CC(=O)O[BH-](OC(C)=O)OC(C)=O, O=C([O-])O, ClCCl, CC(=O)O, COC(=O)c1ccc(C=O)cc1, COc1ccc(-c2cc3cc(F)c(F)cc3[nH]2)cc1N, [Na+], [Na+]. Product: COC(=O)c1ccc(CNc2cc(-c3cc4cc(F)c(F)cc4[nH]3)ccc2OC)cc1. Reaction SMILES: [C:37]([O:38][BH-:39]([O:40][C:41](=[O:42])[CH3:43])[O:44][C:45](=[O:46])[CH3:47])(=[O:48])[CH3:49].[C:51](=[O:52])([OH:53])[O-:54].[CH2:56]([Cl:57])[Cl:58].[CH3:33][C:34](=[O:35])[OH:36].[CH:1](=[O:2])[c:3]1[cH:4][cH:5][c:6]([C:7](=[O:8])[O:9][CH3:10])[cH:11][cH:12]1.[F:13][c:14]1[cH:15][c:16]2[cH:17][c:18](-[c:24]3[cH:25][cH:26][c:27]([O:31][CH3:32])[c:28]([NH2:30])[cH:29]3)[nH:19][c:20]2[cH:21][c:22]1[F:23].[Na+:50].[Na+:55]>>[CH2:1]([c:3]1[cH:4][cH:5][c:6]([C:7](=[O:8])[O:9][CH3:10])[cH:11][cH:12]1)[NH:30][c:28]1[c:27]([O:31][CH3:32])[cH:26][cH:25][c:24](-[c:18]2[cH:17][c:16]3[cH:15][c:14]([F:13])[c:22]([F:23])[cH:21][c:20]3[nH:19]2)[cH:29]1. Reactants: ClCCl, C[N+]1([O-])CCOCC1, CCC[N+](CCC)(CCC)CCC, O=[Ru](=O)(=O)[O-], O=C(NCc1ccc(C(O)C(F)(F)F)cc1)c1cccnc1Oc1cccnc1. Product: O=C(NCc1ccc(C(=O)C(F)(F)F)cc1)c1cccnc1Oc1cccnc1. RXN SMILES: [CH2:38]([Cl:39])[Cl:40].[CH3:30][N+:31]1([O-:32])[CH2:33][CH2:34][O:35][CH2:36][CH2:37]1.[CH3:41][CH2:42][CH2:43][N+:44]([CH2:45][CH2:46][CH3:47])([CH2:48][CH2:49][CH3:50])[CH2:51][CH2:52][CH3:53].[O:54]=[Ru:55](=[O:56])([O-:57])=[O:58].[n:1]1[cH:2][c:3]([O:7][c:8]2[c:9]([C:10](=[O:11])[NH:12][CH2:13][c:14]3[cH:15][cH:16][c:17]([CH:20]([C:21]([F:22])([F:23])[F:24])[OH:25])[cH:18][cH:19]3)[cH:26][cH:27][cH:28][n:29]2)[cH:4][cH:5][cH:6]1>>[n:1]1[cH:2][c:3]([O:7][c:8]2[c:9]([C:10](=[O:11])[NH:12][CH2:13][c:14]3[cH:15][cH:16][c:17]([C:20]([C:21]([F:22])([F:23])[F:24])=[O:25])[cH:18][cH:19]3)[cH:26][cH:27][cH:28][n:29]2)[cH:4][cH:5][cH:6]1. Solvent: CN(C=O)C (dimethylformamide). Yield: 95.9%. Procedure: Add benzyl bromide (17.63 g, 103.1 mmol, 12.3 mL) and cesium carbonate (30.53 g, 93.7 mmol) to a solution of 1-(2,4-dihydroxy-3-iodo-phenyl)-3-methyl-butan-1-one (15.00 g, 46.9 mmol) in anhydrous dimethylformamide (120 mL) at room temperature under Argon gas. Stir the reaction at room temperature overnight. Filter the mixture and concentrate the filtrate under reduced pressure to an oil. Partition the oil between ether and water. Separate the organic layer and extract the aqueous layer with ethe... Product: C(C1=CC=CC=C1)OC1=C(C=CC(=C1I)OCC1=CC=CC=C1)C(CC(C)C)=O (1-(2,4-Bis-benzyloxy-3-iodo-phenyl)-3-methyl-butan-1-one). Starting materials: C(C1=CC=CC=C1)Br (benzyl bromide), C([O-])([O-])=O.[Cs+].[Cs+] (cesium carbonate), OC1=C(C=CC(=C1I)O)C(CC(C)C)=O (1-(2,4-dihydroxy-3-iodo-phenyl)-3-methyl-butan-1-one). Reaction SMILES: [CH2:1](Br)[C:2]1[CH:7]=[CH:6][CH:5]=[CH:4][CH:3]=1.C(=O)([O-])[O-].[Cs+].[Cs+].[OH:15][C:16]1[C:21]([I:22])=[C:20]([OH:23])[CH:19]=[CH:18][C:17]=1[C:24](=[O:29])[CH2:25][CH:26]([CH3:28])[CH3:27]>CN(C)C=O>[CH2:1]([O:15][C:16]1[C:21]([I:22])=[C:20]([O:23][CH2:1][C:2]2[CH:7]=[CH:6][CH:5]=[CH:4][CH:3]=2)[CH:19]=[CH:18][C:17]=1[C:24](=[O:29])[CH2:25][CH:26]([CH3:27])[CH3:28])[C:2]1[CH:7]=[CH:6][CH:5]=[CH:4][CH:3]=1 |f:1.2.3|.